From a dataset of the Open Reaction Database (ORD), a public repository of structured organic reaction records. describe an organic reaction: reactants, conditions, products, and yield The reactants are C(C1=CC=CC=C1)OC1=C(N(C(=CC1=O)C)C)C(=O)NC (3-(benzyloxy)-N,1,6-trimethyl-4-oxo-1,4-dihydropyridine-2-carboxamide), [H][H] (hydrogen). Reagents/catalysts: [OH-].[OH-].[Pd+2] (Pd(OH)2 on charcoal). The solvent is C(C)O (ethanol). The product is OC1=C(N(C(=CC1=O)C)C)C(=O)NC (3-hydroxy-N,1,6-trimethyl-4-oxo-1,4-dihydropyridine-2-carboxamide). Isolated yield 100.4%. Reaction SMILES: C([O:8][C:9]1[C:14](=[O:15])[CH:13]=[C:12]([CH3:16])[N:11]([CH3:17])[C:10]=1[C:18]([NH:20][CH3:21])=[O:19])C1C=CC=CC=1.[H][H]>C(O)C.[OH-].[OH-].[Pd+2]>[OH:8][C:9]1[C:14](=[O:15])[CH:13]=[C:12]([CH3:16])[N:11]([CH3:17])[C:10]=1[C:18]([NH:20][CH3:21])=[O:19] |f:3.4.5|. Procedure: Pd(OH)2 on charcoal (0.2 g) was added to a solution of 3-(benzyloxy)-N,1,6-trimethyl-4-oxo-1,4-dihydropyridine-2-carboxamide (1.25 g, 4.366 mmol) in ethanol (120 ml) under nitrogen. The mixture was hydrogenated at 50 psi hydrogen for 4 hrs. The Pd(OH)2 was removed by filtration through Celite and the Celite cake was washed with ethanol (3×25 ml). The Celite cake was further stirred with ethanol (100 ml) and then filtered through Celite. The combined ethanol filtrate was evaporated to give a soli... The reactants are C(C1=CC=CC=C1)[Mg]Cl (benzylmagnesium chloride), C(CCC)[Sn](CCCC)(CCCC)Cl (tributyltin chloride). Solvent: O1CCCC1 (tetrahydrofuran). Reaction conditions: time 15 minute. The product is C(C1=CC=CC=C1)[Sn](CCCC)(CCCC)CCCC (Benzyltributyltin). As a reaction SMILES: [CH2:1]([Mg]Cl)[C:2]1[CH:7]=[CH:6][CH:5]=[CH:4][CH:3]=1.[CH2:10]([Sn:14](Cl)([CH2:19][CH2:20][CH2:21][CH3:22])[CH2:15][CH2:16][CH2:17][CH3:18])[CH2:11][CH2:12][CH3:13]>O1CCCC1>[CH2:1]([Sn:14]([CH2:15][CH2:16][CH2:17][CH3:18])([CH2:19][CH2:20][CH2:21][CH3:22])[CH2:10][CH2:11][CH2:12][CH3:13])[C:2]1[CH:7]=[CH:6][CH:5]=[CH:4][CH:3]=1. Procedure details: To a solution of benzylmagnesium chloride (2.0M in tetrahydrofuran, 1.32 mmol) in 5 mL of tetrahydrofuran at -78° C. under argon was added tributyltin chloride (0.36, 1.27 mmol). After 15 min, the reaction mixture was allowed to warm to room temperature. After 3 hours, solvent was removed, and the residue was purified by flash chromatography, eluting with dichloromethane/hexanes, to give 0.45 g of a clear, colorless oil. The solvent is C1=CC(=C(C2=C1NC=C2O[C@H]3[C@@H]([C@H]([C@H]([C@H](O3)CO)O)O)O)Cl)Br (X-gal). RXN SMILES: C1C2NC=[C:9]([O:10][C@@H]3O[C@H](CO)[C@H](O)[C@H](O)[C@H]3O)C=2C(Cl)=C(Br)C=1.[CH3:24][N:25]1[C:29](=[O:30])[CH2:28][CH2:27][CH2:26]1.CO>C1C2NC=C(O[C@@H]3O[C@H](CO)[C@H](O)[C@H](O)[C@H]3O)C=2C(Cl)=C(Br)C=1>[CH3:24][N:25]1[C:29](=[O:30])[CH2:28][CH2:27][CH2:26]1.[CH3:9][OH:10] |f:0.1.2,4.5|. Reactants: C1=CC(=C(C2=C1NC=C2O[C@H]3[C@@H]([C@H]([C@H]([C@H](O3)CO)O)O)O)Cl)Br.CN1CCCC1=O.CO (X-gal NMP methanol). The product is CN1CCCC1=O.CO (NMP Methanol). Conditions: time 16 hour. Procedure details: When the 1× X-gal/NMP/methanol is stored for 16 weeks at 4° C., there is no loss in X-gal activity as measured by applying 100 μl to a LB plate, streaking E. Coli pUC19 transfectant, incubation at 37° C. and examination for blue colonies after 16 hours. The reactants are C1CCOC1, COC(=O)c1ccc2cc(C(=O)NOC(c3ccccc3)(c3ccccc3)c3ccccc3)sc2c1, CO, CCOC(C)=O, [Na+], [OH-], O. Yields the product O=C(O)c1ccc2cc(C(=O)NOC(c3ccccc3)(c3ccccc3)c3ccccc3)sc2c1. Reaction SMILES: [CH2:39]1[O:40][CH2:41][CH2:42][CH2:43]1.[CH3:1][O:2][C:3](=[O:4])[c:5]1[cH:6][cH:7][c:8]2[c:9]([s:10][c:11]([C:13]([NH:14][O:15][C:16]([c:17]3[cH:18][cH:19][cH:20][cH:21][cH:22]3)([c:23]3[cH:24][cH:25][cH:26][cH:27][cH:28]3)[c:29]3[cH:30][cH:31][cH:32][cH:33][cH:34]3)=[O:35])[cH:12]2)[cH:36]1.[CH3:44][OH:45].[CH3:46][CH2:47][O:48][C:49]([CH3:50])=[O:51].[Na+:38].[OH-:37].[OH2:52]>>[O:2]=[C:3]([OH:4])[c:5]1[cH:6][cH:7][c:8]2[c:9]([s:10][c:11]([C:13]([NH:14][O:15][C:16]([c:17]3[cH:18][cH:19][cH:20][cH:21][cH:22]3)([c:23]3[cH:24][cH:25][cH:26][cH:27][cH:28]3)[c:29]3[cH:30][cH:31][cH:32][cH:33][cH:34]3)=[O:35])[cH:12]2)[cH:36]1. Starting materials: ClCCl, CO, BrP(Br)Br, OCc1ccc(OCCc2coc(-c3ccccc3)n2)cc1. The product is BrCc1ccc(OCCc2coc(-c3ccccc3)n2)cc1. Reaction SMILES: [CH2:29]([Cl:30])[Cl:31].[CH3:27][OH:28].[P:23]([Br:24])([Br:25])[Br:26].[c:1]1(-[c:7]2[o:8][cH:9][c:10]([CH2:12][CH2:13][O:14][c:15]3[cH:16][cH:17][c:18]([CH2:21][OH:22])[cH:19][cH:20]3)[n:11]2)[cH:2][cH:3][cH:4][cH:5][cH:6]1>>[c:1]1(-[c:7]2[o:8][cH:9][c:10]([CH2:12][CH2:13][O:14][c:15]3[cH:16][cH:17][c:18]([CH2:21][Br:24])[cH:19][cH:20]3)[n:11]2)[cH:2][cH:3][cH:4][cH:5][cH:6]1.